From a dataset of the Open Reaction Database (ORD), a public repository of structured organic reaction records. describe an organic reaction: reactants, conditions, products, and yield Starting materials: CC=1C=C(C2=CC=CC=CC12)C(=O)O (3-methyl azulene-1-carboxylic acid), C(C)(=O)C1=CC(=C2C=CC=CN12)C(=O)OCC (ethyl 3-acetylindolizin-1-carboxylate), C(C(=O)Cl)(=O)Cl (oxalyl chloride). The solvent is ClCCl (dichloromethane). Product: CC=1C=C(C2=CC=CC=CC12)C(=O)Cl (3-Methyl azulene-1-carbonyl chloride). As a reaction SMILES: [CH3:1][C:2]1[CH:3]=[C:4]([C:12]([OH:14])=O)[C:5]2[C:11]=1[CH:10]=[CH:9][CH:8]=[CH:7][CH:6]=2.C(C1N2C(C=CC=C2)=C(C(OCC)=O)C=1)(=O)C.C(Cl)(=O)C([Cl:35])=O>ClCCl>[CH3:1][C:2]1[CH:3]=[C:4]([C:12]([Cl:35])=[O:14])[C:5]2[C:11]=1[CH:10]=[CH:9][CH:8]=[CH:7][CH:6]=2. Procedure details: 3-Methyl azulene-1-carbonyl chloride was prepared in situ from 3-methyl azulene-1-carboxylic acid (R. N. McDonald et al., J. Org. Chem., 41, 1822 [1976] by addition of one equivalent of oxalyl chloride to a solution of the acid in dichloromethane. The reactants are ClC1=C(C=CC=C1)CCN1C=NC(=C1)C1=NC=CC(=C1)C(=O)N (2-[1-[2-(2-chlorophenyl)ethyl]imidazol-4-yl]pyridine-4-carboxamide), N1=CC=CC=C1 (pyridine), C(=O)(C(F)(F)F)OC(=O)C(F)(F)F (TFAA). Run in C(Cl)Cl (DCM). Conditions: temperature 0 celsius, time 2 hour. Yields the product ClC1=C(C=CC=C1)CCN1C=NC(=C1)C1=NC=CC(=C1)C#N (2-[1-[2-(2-chlorophenyl)ethyl]imidazol-4-yl]pyridine-4-carbonitrile). The yield is 53.0%. As a reaction SMILES: [Cl:1][C:2]1[CH:7]=[CH:6][CH:5]=[CH:4][C:3]=1[CH2:8][CH2:9][N:10]1[CH:14]=[C:13]([C:15]2[CH:20]=[C:19]([C:21]([NH2:23])=O)[CH:18]=[CH:17][N:16]=2)[N:12]=[CH:11]1.N1C=CC=CC=1.C(OC(C(F)(F)F)=O)(C(F)(F)F)=O>C(Cl)Cl>[Cl:1][C:2]1[CH:7]=[CH:6][CH:5]=[CH:4][C:3]=1[CH2:8][CH2:9][N:10]1[CH:14]=[C:13]([C:15]2[CH:20]=[C:19]([C:21]#[N:23])[CH:18]=[CH:17][N:16]=2)[N:12]=[CH:11]1. Procedure: To a solution of 2-[1-[2-(2-chlorophenyl)ethyl]imidazol-4-yl]pyridine-4-carboxamide (1 eq) and pyridine (3 eq) in DCM was added TFAA (2 eq) slowly at 0° C., then the mixture was stirred for 2 hr at 0° C., the solution was washed by H2O, NaHCO3 and brine. The collected organic fractions were concentrated and purified by FCC (PE/EA=1/4) to give the title compound (53%). [M+H] Calc'd for C17H13ClN4, 309. Found, 309. The reactants are BrB(Br)Br, COc1ccc(Sc2cc(C)cc(N)c2)cc1, ClCCl. Yields the product Cc1cc(N)cc(Sc2ccc(O)cc2)c1. Reaction SMILES: [B:18]([Br:19])([Br:20])[Br:21].[CH3:1][O:2][c:3]1[cH:4][cH:5][c:6]([S:9][c:10]2[cH:11][c:12]([NH2:17])[cH:13][c:14]([CH3:16])[cH:15]2)[cH:7][cH:8]1.[Cl:22][CH2:23][Cl:24]>>[OH:2][c:3]1[cH:4][cH:5][c:6]([S:9][c:10]2[cH:11][c:12]([NH2:17])[cH:13][c:14]([CH3:16])[cH:15]2)[cH:7][cH:8]1. Reactants: II (iodine), N(=[N+]=[N-])[Si](C)(C)C (azidotrimethylsilane), CC1=CC(CCC1)=O (3-methyl-2-cyclohexen-1-one), CC1=CC(CCC1)=O (3-methyl-2-cyclohexen-1-one). Solvent: N1=CC=CC=C1 (pyridine), ClCCl (dichloromethane), ClCCl (dichloromethane), C(C)(=O)OCC (ethyl acetate). Reaction conditions: temperature 0 celsius, time 2 hour. Product: IC=1C(CCCC1C)=O (2-Iodo-3-methyl-2-cyclohexen-1-one). RXN SMILES: N([Si](C)(C)C)=[N+]=[N-].[CH3:8][C:9]1[CH2:14][CH2:13][CH2:12][C:11](=[O:15])[CH:10]=1.[I:16]I>N1C=CC=CC=1.ClCCl.C(OCC)(=O)C>[I:16][C:10]1[C:11](=[O:15])[CH2:12][CH2:13][CH2:14][C:9]=1[CH3:8]. Procedure: Freshly distilled azidotrimethylsilane (2.65 mL, 20 mmol) was added to a stirred solution of 3-methyl-2-cyclohexen-1-one (Compound 1, 1.13 mL, 10 mmol) and dichloromethane (15 mL) at 0° C. under argon. The solution was stirred for 2 hours at 0° C. before adding a solution of iodine (5.08 g, 20 mmol) in 15 mL of pyridine and 15 mL of dichloromethane. The resulting solution was stirred for 4 hours at room temperature, diluted with ethyl acetate, and was washed successively with 20% aqueous Na2S2O3... Starting materials: NC1=C(C=CC(=C1)Br)[NH-] ((2-amino-4-bromophenyl)amide), O=C1C2=CC=CC=C2C=2C(=CC=CC12)C(=O)O (9-oxo-9H-fluorene-4-carboxylic acid). The solvent is C(C)(=O)O (acetic acid). Yields the product BrC=1C=CC2=C(NC(=N2)C2=CC=CC=3C(C4=CC=CC=C4C23)=O)C1 (4-(6-bromo-1H-benzimidazol-2-yl)-9H-fluoren-9-one). RXN SMILES: [NH2:1][C:2]1[CH:7]=[C:6]([Br:8])[CH:5]=[CH:4][C:3]=1[NH-:9].[O:10]=[C:11]1[C:23]2[CH:22]=[CH:21][CH:20]=[C:19]([C:24](O)=O)[C:18]=2[C:17]2[C:12]1=[CH:13][CH:14]=[CH:15][CH:16]=2>C(O)(=O)C>[Br:8][C:6]1[CH:5]=[CH:4][C:3]2[N:9]=[C:24]([C:19]3[C:18]4[C:17]5[C:12](=[CH:13][CH:14]=[CH:15][CH:16]=5)[C:11](=[O:10])[C:23]=4[CH:22]=[CH:21][CH:20]=3)[NH:1][C:2]=2[CH:7]=1. Reported procedure: A mixture of 1.61 g of (2-amino-4-bromophenyl)amide of 9-oxo-9H-fluorene-4-carboxylic acid in 80 ml of glacial acetic acid is refluxed for 2.5 hours. Allow to return to ambient temperature and evaporate the reaction medium to dryness under vacuum. The residue is taken up with 50 ml of dichloromethane, and the organic phase is washed with twice 50 ml of a saturated solution of sodium bicarbonate and 50 ml of a saturated solution of sodium chloride. After drying over magnesium sulphate, the organi... Starting materials: CS(C)=O, CCCCC(Cl)(Cn1ccnc1)c1ccc(Cl)cc1Cl, [Na+], [OH-], O. Reaction SMILES: [CH3:24][S:25](=[O:26])[CH3:27].[Cl:1][C:2]([CH2:3][n:4]1[cH:5][n:6][cH:7][cH:8]1)([CH2:9][CH2:10][CH2:11][CH3:12])[c:13]1[c:14]([Cl:20])[cH:15][c:16]([Cl:19])[cH:17][cH:18]1.[Na+:22].[OH-:21].[OH2:23]>>[C:2](=[CH:3][n:4]1[cH:5][n:6][cH:7][cH:8]1)([CH2:9][CH2:10][CH2:11][CH3:12])[c:13]1[c:14]([Cl:20])[cH:15][c:16]([Cl:19])[cH:17][cH:18]1. Product: CCCCC(=Cn1ccnc1)c1ccc(Cl)cc1Cl. Starting materials: [N-]=[N+]=[N-].[Na+] (sodium azide), CC1(OC2=CC=CC=C2CC1CCOS(=O)(=O)C1=CC=C(C=C1)C)C (2,2-dimethyl-3-[2-(4-toluenesulfonyloxy)-ethyl]-chroman). The solvent is O (water), C(C)O (ethanol). Yields the product N(=[N+]=[N-])CCC1C(OC2=CC=CC=C2C1)(C)C (3-(2-azidoethyl)-2,2-dimethyl-chroman). RXN SMILES: [N-:1]=[N+:2]=[N-:3].[Na+].[CH3:5][C:6]1([CH3:29])[CH:15]([CH2:16][CH2:17]OS(C2C=CC(C)=CC=2)(=O)=O)[CH2:14][C:13]2[C:8](=[CH:9][CH:10]=[CH:11][CH:12]=2)[O:7]1>O.C(O)C>[N:1]([CH2:17][CH2:16][CH:15]1[CH2:14][C:13]2[C:8](=[CH:9][CH:10]=[CH:11][CH:12]=2)[O:7][C:6]1([CH3:5])[CH3:29])=[N+:2]=[N-:3] |f:0.1|. Reported procedure: A solution of 3.9 g (60 mmol) of sodium azide in 10 ml of water is added to a solution of 14.4 g (40 mmol) of 2,2-dimethyl-3-[2-(4-toluenesulfonyloxy)-ethyl]-chroman (prepared as described in Example 38) in 200 ml of ethanol. The mixture is boiled under reflux for 18 hours. After cooling, the ethanol is evaporated off in vacuo, water is added to the residue and extraction is carried out with dichloromethane. The dichloromethane phase is washed with water, dried over sodium sulfate and concentrat...